From a dataset of the Open Reaction Database (ORD), a public repository of structured organic reaction records. describe an organic reaction: reactants, conditions, products, and yield Reactants: CCc1cc(Cl)cc(Oc2c(Cl)ccc(CNC(=O)c3c(Cl)ncn3COCC[Si](C)(C)C)c2F)c1, ClCCl, O=C(O)C(F)(F)F. Yields the product CCc1cc(Cl)cc(Oc2c(Cl)ccc(CNC(=O)c3[nH]cnc3Cl)c2F)c1. Reaction SMILES: [Cl:1][c:2]1[n:3][cH:4][n:5]([CH2:29][O:30][CH2:31][CH2:32][Si:33]([CH3:34])([CH3:35])[CH3:36])[c:6]1[C:7](=[O:8])[NH:9][CH2:10][c:11]1[c:12]([F:28])[c:13]([O:18][c:19]2[cH:20][c:21]([Cl:27])[cH:22][c:23]([CH2:25][CH3:26])[cH:24]2)[c:14]([Cl:17])[cH:15][cH:16]1.[Cl:44][CH2:45][Cl:46].[F:37][C:38]([F:39])([F:40])[C:41]([OH:42])=[O:43]>>[Cl:1][c:2]1[n:3][cH:4][nH:5][c:6]1[C:7](=[O:8])[NH:9][CH2:10][c:11]1[c:12]([F:28])[c:13]([O:18][c:19]2[cH:20][c:21]([Cl:27])[cH:22][c:23]([CH2:25][CH3:26])[cH:24]2)[c:14]([Cl:17])[cH:15][cH:16]1. The reactants are [OH-].[Na+] (sodium hydroxide), Cl (hydrochloric acid), ClC=1C=CC(=C(C(=O)NCC(=O)OCC)C1)OC(C)(C1=NN=C(N1C)C1=C(C=CC=C1)C(F)(F)F)C (Ethyl N-[5-chloro-2-(1-methyl-1-{4-methyl-5-[2-(trifluoromethyl)phenyl]-4H-1,2,4-triazol-3-yl}ethoxy)benzoyl]glycinate), C1(CC1)N (cyclopropylamine), C([O-])([O-])=O.[K+].[K+] (Potassium carbonate). Run in O (Water), C(C)O (ethanol). Run at time 1 hour. Product: ClC=1C=CC(=C(C(=O)NCC(=O)NC2CC2)C1)OC(C)(C1=NN=C(N1C)C1=C(C=CC=C1)C(F)(F)F)C (5-chloro-N-[2-(cyclopropylamino)-2-oxoethyl]-2-(1-methyl-1-{4-methyl-5-[2-(trifluoromethyl)phenyl]-4H-1,2,4-triazol-3-yl}ethoxy)benzamide). As a reaction SMILES: [Cl:1][C:2]1[CH:3]=[CH:4][C:5]([O:17][C:18]([CH3:36])([C:20]2[N:24]([CH3:25])[C:23]([C:26]3[CH:31]=[CH:30][CH:29]=[CH:28][C:27]=3[C:32]([F:35])([F:34])[F:33])=[N:22][N:21]=2)[CH3:19])=[C:6]([CH:16]=1)[C:7]([NH:9][CH2:10][C:11]([O:13]CC)=O)=[O:8].[CH:37]1([NH2:40])[CH2:39][CH2:38]1.C(=O)([O-])[O-].[K+].[K+].[OH-].[Na+].Cl>C(O)C.O>[Cl:1][C:2]1[CH:3]=[CH:4][C:5]([O:17][C:18]([CH3:36])([C:20]2[N:24]([CH3:25])[C:23]([C:26]3[CH:31]=[CH:30][CH:29]=[CH:28][C:27]=3[C:32]([F:34])([F:33])[F:35])=[N:22][N:21]=2)[CH3:19])=[C:6]([CH:16]=1)[C:7]([NH:9][CH2:10][C:11]([NH:40][CH:37]1[CH2:39][CH2:38]1)=[O:13])=[O:8] |f:2.3.4,5.6|. Procedure: Ethyl N-[5-chloro-2-(1-methyl-1-{4-methyl-5-[2-(trifluoromethyl)phenyl]-4H-1,2,4-triazol-3-yl}ethoxy)benzoyl]glycinate (300 mg) was dissolved in ethanol (6 ml), and cyclopropylamine (0.395 ml) was added thereto, followed by stirring at room temperature for one hour. Potassium carbonate (240 mg) was added to the reaction solution, followed by stirring at 60° C. for 3 hours. Water and a 1M aqueous sodium hydroxide solution were added to the reaction solution, followed by stirring for 30 minutes, 1... The reactants are C(O)([O-])=O.[Na+] (sodium hydrogencarbonate), C([O-])([O-])=O.[Na+].[Na+] (sodium carbonate), Cl.N[C@@H]1CN(CC1)C(CC1=CC=C(C=C1)OC(F)(F)F)=O ((S)-1-(3-aminopyrrolidin-1-yl)-2-(4-trifluoromethoxyphenyl)ethanone mono hydrochloride), C(C)C1=CCN(C2=CC=CC=C12)O (4-Ethylquinoline-1-ol), C1=CC=C(C=C1)N(S(=O)(=O)C(F)(F)F)S(=O)(=O)C(F)(F)F (N-phenyl-trifluoromethane sulfonimide), [H-].[Na+] (sodium hydride). Run in C(C)(=O)OCC (ethyl acetate), CN1C(CCC1)=O (N-methylpyrrolidone). Run at time 1 hour. Yields the product C1(=CC=CC=C1)S(=O)(=O)O.C(C)C1=CC(=NC2=CC=CC=C12)N[C@@H]1CN(CC1)C(CC1=CC=C(C=C1)OC(F)(F)F)=O (1-((S)-3-(4-ethylquinolin-2-ylamino)pyrrolidin-1-yl)-2-(4-trifluoromethoxyphenyl)ethanone benzenesulfonate). Yield: 42.9%. As a reaction SMILES: [CH2:1]([C:3]1[C:12]2[C:7](=[CH:8][CH:9]=[CH:10][CH:11]=2)[N:6](O)[CH2:5][CH:4]=1)[CH3:2].[H-].[Na+].C1C=CC(N([S:30](C(F)(F)F)(=[O:32])=[O:31])S(C(F)(F)F)(=O)=O)=CC=1.C(=O)([O-])[O-:38].[Na+].[Na+].Cl.[NH2:44][C@H:45]1[CH2:49][CH2:48][N:47]([C:50](=[O:63])[CH2:51][C:52]2[CH:57]=[CH:56][C:55]([O:58][C:59]([F:62])([F:61])[F:60])=[CH:54][CH:53]=2)[CH2:46]1.C(=O)([O-])O.[Na+]>CN1CCCC1=O.C(OCC)(=O)C>[C:7]1([S:30]([OH:32])(=[O:38])=[O:31])[CH:12]=[CH:11][CH:10]=[CH:9][CH:8]=1.[CH2:1]([C:3]1[C:12]2[C:7](=[CH:8][CH:9]=[CH:10][CH:11]=2)[N:6]=[C:5]([NH:44][C@H:45]2[CH2:49][CH2:48][N:47]([C:50](=[O:63])[CH2:51][C:52]3[CH:53]=[CH:54][C:55]([O:58][C:59]([F:60])([F:61])[F:62])=[CH:56][CH:57]=3)[CH2:46]2)[CH:4]=1)[CH3:2] |f:1.2,4.5.6,7.8,9.10,13.14|. Procedure details: 4-Ethylquinoline-1-ol (0.53 g) was dissolved in N-methylpyrrolidone (10 mL), followed by addition of sodium hydride (60% in oil, 130 mg), the mixture was stirred for 1 h, followed by addition of N-phenyl-trifluoromethane sulfonimide (1.33 g), and the mixture was stirred at room temperature for 1 h. To the reaction mixture were added sodium carbonate (0.39 g) and (S)-1-(3-aminopyrrolidin-1-yl)-2-(4-trifluoromethoxyphenyl)ethanone mono hydrochloride (1.1 g), and the mixture was stirred at 100° C. ... Reactants: M-indole, C1=CC=CC2=NC=C3C=CC=CC3=C12 (phenanthridine), C(C)(=O)Cl (acetyl chloride), N1C=CC2=CC=CC=C12 (indole). Product: N1C=C(C2=CC=CC=C12)C1N(C=2C=CC=CC2C2=CC=CC=C12)C(C)=O (1-[6-(1H-Indol-3-yl)-6H-phenanthridin-5-yl]-ethanone). Reaction SMILES: [CH:1]1[C:14]2[C:5](=[N:6][CH:7]=[C:8]3[C:13]=2[CH:12]=[CH:11][CH:10]=[CH:9]3)[CH:4]=[CH:3][CH:2]=1.[C:15](Cl)(=[O:17])[CH3:16].[NH:19]1[C:27]2[C:22](=[CH:23][CH:24]=[CH:25][CH:26]=2)[CH:21]=[CH:20]1>>[NH:19]1[C:27]2[C:22](=[CH:23][CH:24]=[CH:25][CH:26]=2)[C:21]([CH:7]2[C:8]3[C:13](=[CH:12][CH:11]=[CH:10][CH:9]=3)[C:14]3[CH:1]=[CH:2][CH:3]=[CH:4][C:5]=3[N:6]2[C:15](=[O:17])[CH3:16])=[CH:20]1. Procedure: 1-[6-(1H-Indol-3-yl)-6H-phenanthridin-5-yl]-ethanone was prepared from phenanthridine, acetyl chloride, and indole according to GP 2. Yield, 30%. 1H-NMR (CDCl3): δ=2.25 (s, 3H), 6.16 (d, J=1.6 Hz, 1H), 7.10 (td, J=7.7 Hz, J=1.1 Hz, 1H), 7.12-7.17 (m, 2H), 7.18-7.25 (m, 2H), 7.31-7.48 (m, 3H), 7.50 (s, 1H), 7.73 (s, br., 1H), 7.81 (d, J=7.8 Hz, 1H), 7.89 (d, J=7.8 Hz, 1H), 7.93-8.00 (m, 1H); (+)-ESI-MS: m/z=339 [M+H]+, 222 [M-indole+H]+. Reactants: alcohol, FC(=CC=CC=CO)C=CC(CCCCCCCCCCC)F (6,9-DIFLUOROEICOSATETRAENOL), CC(=O)C.OS(=O)(=O)O.O=[Cr](=O)=O (Jones reagent), CC(=O)C.OS(=O)(=O)O.O=[Cr](=O)=O (Jones reagent), C(C)(C)O (isopropanol). The solvent is CC(=O)C (acetone). Reaction conditions: temperature 0 celsius, time 15 minute. Yields the product FC(C=CC=CC(=O)O)=CC=C(CCCCCCCCCCC)F (6,9-DIFLUOROEICOSATETRAENOIC ACID). The yield is 61.0%. As a reaction SMILES: [F:1][C:2]([CH:9]=[CH:10][CH:11]([F:23])[CH2:12][CH2:13][CH2:14][CH2:15][CH2:16][CH2:17][CH2:18][CH2:19][CH2:20][CH2:21][CH3:22])=[CH:3][CH:4]=[CH:5][CH:6]=[CH:7][OH:8].CC(C)=[O:26].OS(O)(=O)=O.O=[Cr](=O)=O.C(O)(C)C>CC(C)=O>[F:1][C:2](=[CH:9][CH:10]=[C:11]([F:23])[CH2:12][CH2:13][CH2:14][CH2:15][CH2:16][CH2:17][CH2:18][CH2:19][CH2:20][CH2:21][CH3:22])[CH:3]=[CH:4][CH:5]=[CH:6][C:7]([OH:26])=[O:8] |f:1.2.3|. Procedure details: To a solution of the alcohol prepared in 3P (282 mg, 0.86 mmoles) in acetone (7 ml) cooled to 0° C. was added dropwise 2.67M Jones reagent over 15 min. until the orange color was stable. The mixture was stirred 15 min. at 0° C. The excess of Jones reagent was reacted with isopropanol. The acetone was evaporated under reduced pressure without heating. The residue was taken up with water and extracted three times with ethyl acetate. The organic layer was dried over sodium sulfate, filtered and con... Starting materials: COC1=C(C=CC=C1)C1=CC(=CC(=C1)N1N=NN=C1)C(=O)O (2′-Methoxy-5-tetrazol-1-yl-biphenyl-3-carboxylic acid), COC=1C=C(C=CC1)CCN (2-(3-methoxy-phenyl)-ethylamine), CCN=C=NCCCN(C)C (EDCI), C=1C=CC2=C(C1)N=NN2O (HOBt). The solvent is C(Cl)Cl (methylene chloride). Reaction conditions: time 18 hour. The product is COC=1C=C(C=CC1)CCNC(=O)C=1C=C(C=C(C1)N1N=NN=C1)C1=C(C=CC=C1)OC (2′-methoxy-5-tetrazol-1-yl-biphenyl-3-carboxylic acid[2-(3-methoxy-phenyl)-ethyl]-amide). Reaction SMILES: [CH3:1][O:2][C:3]1[CH:8]=[CH:7][CH:6]=[CH:5][C:4]=1[C:9]1[CH:14]=[C:13]([N:15]2[CH:19]=[N:18][N:17]=[N:16]2)[CH:12]=[C:11]([C:20]([OH:22])=O)[CH:10]=1.[CH3:23][O:24][C:25]1[CH:26]=[C:27]([CH2:31][CH2:32][NH2:33])[CH:28]=[CH:29][CH:30]=1.CCN=C=NCCCN(C)C.C1C=CC2N(O)N=NC=2C=1>C(Cl)Cl>[CH3:23][O:24][C:25]1[CH:26]=[C:27]([CH2:31][CH2:32][NH:33][C:20]([C:11]2[CH:10]=[C:9]([C:4]3[CH:5]=[CH:6][CH:7]=[CH:8][C:3]=3[O:2][CH3:1])[CH:14]=[C:13]([N:15]3[CH:19]=[N:18][N:17]=[N:16]3)[CH:12]=2)=[O:22])[CH:28]=[CH:29][CH:30]=1. Procedure details: 2′-Methoxy-5-tetrazol-1-yl-biphenyl-3-carboxylic acid 0.9 g, 3 mmol), 2-(3-methoxy-phenyl)-ethylamine (0.5 mL), EDCI (0.6 g), HOBt (0.4 g) were added to methylene chloride (9 mL), and the reaction mixture was stirred at room temperature for 18 hours. The reaction mixture was partitioned between 1N aqueous HCl and EtOAc, and the combined organic layers were washed with water, dried over Na2SO4, filtered and concentrated under reduced pressure. The residue was purified by flash chromatography (3-2...